Dataset: the Open Reaction Database (ORD), a public repository of structured organic reaction records. Task: describe an organic reaction: reactants, conditions, products, and yield Reactants: Cc1ccc(CCl)cc1, CCO, S=C1NC(c2ccccc2)C(c2ccccc2)N1. Product: Cl, Cc1ccc(CSC2=NC(c3ccccc3)C(c3ccccc3)N2)cc1. As a reaction SMILES: [CH3:19][c:20]1[cH:21][cH:22][c:23]([CH2:24][Cl:25])[cH:26][cH:27]1.[CH3:28][CH2:29][OH:30].[c:1]1([CH:7]2[NH:8][C:9](=[S:18])[NH:10][CH:11]2[c:12]2[cH:13][cH:14][cH:15][cH:16][cH:17]2)[cH:2][cH:3][cH:4][cH:5][cH:6]1>>[ClH:25].[c:1]1([CH:7]2[NH:8][C:9]([S:18][CH2:24][c:23]3[cH:22][cH:21][c:20]([CH3:19])[cH:27][cH:26]3)=[N:10][CH:11]2[c:12]2[cH:13][cH:14][cH:15][cH:16][cH:17]2)[cH:2][cH:3][cH:4][cH:5][cH:6]1. Reactants: FC(C(C(=O)O)(C)O)(F)F (3,3,3-trifluoro-2-hydroxy-2-methylpropanoic acid), C (CH4), S(=O)(Cl)Cl (thionyl chloride), NC1=CC=C(C(=O)C2=CC(=CC=C2)F)C=C1 (4-Amino-3'-fluorobenzophenone). Run in CCCCCC (hexane), O (water). Conditions: time 1 hour. Yields the product FC=1C=C(C=CC1)C(=O)C1=CC=C(C=C1)NC(C(C(F)(F)F)(C)O)=O (N-[4-(3-Fluorophenylcarbonyl)phenyl]-3,3,3-trifluoro-2-hydroxy-2-methylpropanamide). As a reaction SMILES: [F:1][C:2]([F:10])([F:9])[C:3]([OH:8])([CH3:7])[C:4](O)=[O:5].S(Cl)(Cl)=O.[NH2:15][C:16]1[CH:30]=[CH:29][C:19]([C:20]([C:22]2[CH:27]=[CH:26][CH:25]=[C:24]([F:28])[CH:23]=2)=[O:21])=[CH:18][CH:17]=1.C>CCCCCC.O>[F:28][C:24]1[CH:23]=[C:22]([C:20]([C:19]2[CH:18]=[CH:17][C:16]([NH:15][C:4](=[O:5])[C:3]([OH:8])([CH3:7])[C:2]([F:10])([F:9])[F:1])=[CH:30][CH:29]=2)=[O:21])[CH:27]=[CH:26][CH:25]=1. Procedure details: To a stirred, cooled (-20° C.) solution of 3,3,3-trifluoro-2-hydroxy-2-methylpropanoic acid (1.58 g, 10 mmol) in N,N-dimethylcetamide (15 mL) was added thionyl chloride (1.25 g, 10.5 mmol) and the mixture stirred at -20° to -10° C. for 1 hour. 4-Amino-3'-fluorobenzophenone (1.44 g, 6.7 mmol) was added in one portion and the reaction mixture stirred at room temperature overnight. The mixture was poured into water to yield an oil and a cloudy solution. The cloudy solution was decanted from the oil... The reactants are ClCc1cccc(Cl)c1, Cl, [Na+], [OH-], O, Nc1ccc(S(=O)(=O)O)cc1. Product: [Na+], O=S(=O)([O-])c1ccc(NCc2cccc(Cl)c2)cc1. Reaction SMILES: [Cl:14][c:15]1[cH:16][c:17]([CH2:18][Cl:19])[cH:20][cH:21][cH:22]1.[ClH:23].[Na+:13].[OH-:12].[OH2:24].[S:1](=[O:2])([c:3]1[cH:4][cH:5][c:6]([NH2:9])[cH:7][cH:8]1)(=[O:10])[OH:11]>>[Na+:13].[S:1](=[O:2])([c:3]1[cH:4][cH:5][c:6]([NH:9][CH2:18][c:17]2[cH:16][c:15]([Cl:14])[cH:22][cH:21][cH:20]2)[cH:7][cH:8]1)(=[O:10])[O-:11]. Product: ClC=1C(=NC=CC1)C1(CC(C1)(F)F)C#N (1-(3-chloropyridin-2-yl)-3,3-difluorocyclobutanecarbonitrile). Reaction SMILES: Cl[C:2]1[C:7]([Cl:8])=[CH:6][CH:5]=[CH:4][N:3]=1.[F:9][C:10]1([F:16])[CH2:13][CH:12]([C:14]#[N:15])[CH2:11]1.C1(C)C=CC=CC=1.C[Si](C)(C)[N-][Si](C)(C)C.[Na+]>CCOC(C)=O.O>[Cl:8][C:7]1[C:2]([C:12]2([C:14]#[N:15])[CH2:13][C:10]([F:16])([F:9])[CH2:11]2)=[N:3][CH:4]=[CH:5][CH:6]=1 |f:3.4|. Yield: 82.6%. Reactants: ClC1=NC=CC=C1Cl (2,3-dichloropyridine), FC1(CC(C1)C#N)F (3,3-difluorocyclobutanecarbonitrile), C1(=CC=CC=C1)C (toluene), C[Si]([N-][Si](C)(C)C)(C)C.[Na+] (sodium hexamethyldisilazide). Solvent: CCOC(=O)C (EtOAc), O (water). Run at time 2 hour. Procedure: To a 100 mL round bottom flask was added 2,3-dichloropyridine (2.9 g, 20 mmol), 3,3-difluorocyclobutanecarbonitrile (2.1 g, 18 mmol), and toluene (50 mL). The mixture was cooled to ° C. and sodium hexamethyldisilazide (NaHMDS, 2.0 M in THF, 11 mL, 22 mmol) was added. The reaction mixture was warmed to rt and stirred for 2 h. The mixture was then diluted with EtOAc (20 mL) and water (20 mL). The aqueous layer was extracted with EtOAc and the combined organic phases were washed with brine, dried o... The reactants are NC1=C(C=C(C(=C1)Cl)Cl)O (2-amino-4,5-dichlorophenol), [H-].[Na+] (NaH), ClC1=CC(=NC=C1)F (4-chloro-2-fluoropyridine). The solvent is C1CCOC1 (THF). Reaction conditions: time 20 minute. The product is ClC1=CC(=NC=C1)OC1=C(C=C(C(=C1)Cl)Cl)N (2-(4-chloropyridin-2-yloxy)-4,5-dichlorobenzenamine). Yield: 44.9%. Reaction SMILES: [NH2:1][C:2]1[CH:7]=[C:6]([Cl:8])[C:5]([Cl:9])=[CH:4][C:3]=1[OH:10].[H-].[Na+].[Cl:13][C:14]1[CH:19]=[CH:18][N:17]=[C:16](F)[CH:15]=1>C1COCC1>[Cl:13][C:14]1[CH:19]=[CH:18][N:17]=[C:16]([O:10][C:3]2[CH:4]=[C:5]([Cl:9])[C:6]([Cl:8])=[CH:7][C:2]=2[NH2:1])[CH:15]=1 |f:1.2|. Procedure details: To a solution of 2-amino-4,5-dichlorophenol (1.5 g, 8.47 mmol) in THF (20 mL) at 0° C., NaH (60% dispersed in oil, 373 mg, 9.33 mmol) was added and the resulting mixture was stirred for 20 min. To this mixture, 4-chloro-2-fluoropyridine (1.67 g, 12.7 mmol) was added and the resulting mixture was stirred at reflux under argon for 15 h. The mixture was allowed to cool to room temperature and concentrated in vacuo. The residue was purified by flash column chromatography on silica gel (petroleum eth... Starting materials: CO, C=CC(=O)CCCCC(=O)OC, O. Yields the product COC(=O)CCCCC(=O)C1CO1. Reaction SMILES: [CH3:14][OH:15].[CH3:1][O:2][C:3]([CH2:4][CH2:5][CH2:6][CH2:7][C:8]([CH:9]=[CH2:10])=[O:11])=[O:12].[OH2:13]>>[CH3:1][O:2][C:3]([CH2:4][CH2:5][CH2:6][CH2:7][C:8]([CH:9]1[CH2:10][O:13]1)=[O:11])=[O:12]. Starting materials: CN(C)C=O, CCOC(C)=O, O=C(Cl)C(=O)Cl, CC(C)(C#N)c1cc(C(=O)O)ccc1Cl, CC(=O)Nc1nc2ccc(Oc3cccc(N)c3)c(C#N)c2s1, C1CCOC1. The product is CC(=O)Nc1nc2ccc(Oc3cccc(NC(=O)c4ccc(Cl)c(C(C)(C)C#N)c4)c3)c(C#N)c2s1. As a reaction SMILES: [CH3:22][N:23]([CH3:24])[CH:25]=[O:26].[CH3:55][CH2:56][O:57][C:58](=[O:59])[CH3:60].[Cl:16][C:17]([C:18]([Cl:19])=[O:20])=[O:21].[Cl:1][c:2]1[c:3]([C:11]([CH3:12])([CH3:13])[C:14]#[N:15])[cH:4][c:5]([C:6](=[O:7])[OH:8])[cH:9][cH:10]1.[NH2:27][c:28]1[cH:29][c:30]([O:31][c:32]2[c:33]([C:45]#[N:46])[c:34]3[c:35]([n:36][c:37]([NH:39][C:40]([CH3:41])=[O:42])[s:38]3)[cH:43][cH:44]2)[cH:47][cH:48][cH:49]1.[O:50]1[CH2:51][CH2:52][CH2:53][CH2:54]1>>[Cl:1][c:2]1[c:3]([C:11]([CH3:12])([CH3:13])[C:14]#[N:15])[cH:4][c:5]([C:6](=[O:8])[NH:27][c:28]2[cH:29][c:30]([O:31][c:32]3[c:33]([C:45]#[N:46])[c:34]4[c:35]([n:36][c:37]([NH:39][C:40]([CH3:41])=[O:42])[s:38]4)[cH:43][cH:44]3)[cH:47][cH:48][cH:49]2)[cH:9][cH:10]1.